This data is from the Open Reaction Database (ORD), a public repository of structured organic reaction records. The task is: describe an organic reaction: reactants, conditions, products, and yield Reactants: O=C1CCCCCN1, O=C(c1ccccc1)N1CCCCC(Cl)C1=O, Clc1ccccc1Cl. As a reaction SMILES: [C:18]1(=[O:25])[CH2:19][CH2:20][CH2:21][CH2:22][CH2:23][NH:24]1.[C:1](=[O:2])([c:3]1[cH:4][cH:5][cH:6][cH:7][cH:8]1)[N:9]1[C:10](=[O:17])[CH:11]([Cl:16])[CH2:12][CH2:13][CH2:14][CH2:15]1.[Cl:26][c:27]1[cH:28][cH:29][cH:30][cH:31][c:32]1[Cl:33]>>[C:18]1(=[O:25])[CH2:19][CH2:20][CH2:21][CH2:22][CH2:23][NH:24]1.[NH:9]1[C:10](=[O:17])[CH:11]([Cl:16])[CH2:12][CH2:13][CH2:14][CH2:15]1. Product: O=C1CCCCCN1, O=C1NCCCCC1Cl.